This data is from the Open Reaction Database (ORD), a public repository of structured organic reaction records. The task is: describe an organic reaction: reactants, conditions, products, and yield Reactants: CS(=O)(=O)OCc1cc(OCc2ccccc2)cc(OCc2ccccc2)c1, CN(C)C=O, [H-], [Na+], O, COC(=O)c1c[nH]cc1-c1ccccc1. Yields the product COC(=O)c1cn(Cc2cc(OCc3ccccc3)cc(OCc3ccccc3)c2)cc1-c1ccccc1. RXN SMILES: [CH3:18][S:19]([O:20][CH2:23][c:24]1[cH:25][c:26]([O:38][CH2:39][c:40]2[cH:41][cH:42][cH:43][cH:44][cH:45]2)[cH:27][c:28]([O:30][CH2:31][c:32]2[cH:33][cH:34][cH:35][cH:36][cH:37]2)[cH:29]1)(=[O:21])=[O:22].[CH3:46][N:47]([CH3:48])[CH:49]=[O:50].[H-:1].[Na+:2].[OH2:51].[c:3]1(-[c:9]2[c:10]([C:14](=[O:15])[O:16][CH3:17])[cH:11][nH:12][cH:13]2)[cH:4][cH:5][cH:6][cH:7][cH:8]1>>[c:3]1(-[c:9]2[c:10]([C:14](=[O:15])[O:16][CH3:17])[cH:11][n:12]([CH2:23][c:24]3[cH:25][c:26]([O:38][CH2:39][c:40]4[cH:41][cH:42][cH:43][cH:44][cH:45]4)[cH:27][c:28]([O:30][CH2:31][c:32]4[cH:33][cH:34][cH:35][cH:36][cH:37]4)[cH:29]3)[cH:13]2)[cH:4][cH:5][cH:6][cH:7][cH:8]1. Starting materials: C(=O)C1=C(C=NC(=C1)OC)OCC=1C=NC=C(C(=O)[O-])C1 (5-((4-formyl-6-methoxypyridin-3-yloxy)methyl)nicotinate), [OH-].[Na+] (NaOH). Run in CO.C1CCOC1 (MeOH THF). Reaction conditions: time 2 hour. The product is C(=O)C1=C(C=NC(=C1)OC)OCC=1C=NC=C(C(=O)O)C1 (5-((4-formyl-6-methoxypyridin-3-yloxy)methyl)nicotinic acid). Isolated yield 93.2%. Reaction SMILES: [CH:1]([C:3]1[CH:8]=[C:7]([O:9][CH3:10])[N:6]=[CH:5][C:4]=1[O:11][CH2:12][C:13]1[CH:14]=[N:15][CH:16]=[C:17]([CH:21]=1)[C:18]([O-:20])=[O:19])=[O:2].[OH-].[Na+]>CO.C1COCC1>[CH:1]([C:3]1[CH:8]=[C:7]([O:9][CH3:10])[N:6]=[CH:5][C:4]=1[O:11][CH2:12][C:13]1[CH:14]=[N:15][CH:16]=[C:17]([CH:21]=1)[C:18]([OH:20])=[O:19])=[O:2] |f:1.2,3.4|. Procedure: To 5-((4-formyl-6-methoxypyridin-3-yloxy)methyl)nicotinate (96 mg, 0.32 mmol, 1 eq.) in a mixture of MeOH/THF (1/3, 8.0 mL) was added NaOH (3 N, 1.7 mL, 5.1 mmol, 16 eq.). The mixture was stirred at rt for 2 h, acidified to pH 3, extracted with EtOAc (3×20 mL). The combined organic layers were dried over Na2SO4 and concentrated to give 5-((4-formyl-6-methoxypyridin-3-yloxy)methyl)nicotinic acid (86 mg, 93%) as a white solid. 1H NMR (400 MHz, DMSO) δ 13.55 (s, 1H), 10.34 (s, 1H), 9.06 (d, J=1.9 H... Reactants: ClCCl, O=C(O)C(F)(F)F, O, CC(C)(C)OC(=O)N1CCC(COCCCc2ccccc2)C1. Product: c1ccc(CCCOCC2CCNC2)cc1. As a reaction SMILES: [Cl:32][CH2:33][Cl:34].[F:24][C:25]([F:26])([F:27])[C:28]([OH:29])=[O:30].[OH2:31].[c:1]1([CH2:7][CH2:8][CH2:9][O:10][CH2:11][CH:12]2[CH2:13][N:14]([C:17]([O:18][C:19]([CH3:20])([CH3:21])[CH3:22])=[O:23])[CH2:15][CH2:16]2)[cH:2][cH:3][cH:4][cH:5][cH:6]1>>[c:1]1([CH2:7][CH2:8][CH2:9][O:10][CH2:11][CH:12]2[CH2:13][NH:14][CH2:15][CH2:16]2)[cH:2][cH:3][cH:4][cH:5][cH:6]1.